Dataset: the Open Reaction Database (ORD), a public repository of structured organic reaction records. Task: describe an organic reaction: reactants, conditions, products, and yield Starting materials: ClC1=C(C(=O)O)C=C(C=C1)C(F)(F)F (2-chloro-5-(trifluoromethyl)benzoic acid), C(C(=O)Cl)(=O)Cl (oxalyl chloride). The reagents and catalysts are CN(C)C=O (DMF). The solvent is C(Cl)Cl (methylene chloride). Yields the product ClC1=C(C(=O)OC)C=C(C=C1)C(F)(F)F (Methyl 2-chloro-5-(trifluoromethyl)benzoate). Isolated yield 100.4%. As a reaction SMILES: [Cl:1][C:2]1[CH:10]=[CH:9][C:8]([C:11]([F:14])([F:13])[F:12])=[CH:7][C:3]=1[C:4]([OH:6])=[O:5].[C:15](Cl)(=O)C(Cl)=O>C(Cl)Cl.CN(C=O)C>[Cl:1][C:2]1[CH:10]=[CH:9][C:8]([C:11]([F:12])([F:13])[F:14])=[CH:7][C:3]=1[C:4]([O:6][CH3:15])=[O:5]. Procedure details: To a solution of 2-chloro-5-(trifluoromethyl)benzoic acid (15 g, 66.8 mmol) in methylene chloride (200 mL) was added oxalyl chloride (12.7 g, 100 mmol) drop wise followed by the addition of 5-6 drops of DMF. The reaction mixture was concentrated, the residue partitioned between methylene chloride and 5% aq. sodium carbonate. The organic layer was dried (MgSO4) and concentrated to give the title compound as a pale oil (16 g). Starting materials: NC1=C(C(=NC(=N1)C1=C(C(=C(C=C1)Cl)OC)F)C(=O)O)Br (6-Amino-5-bromo-2-(4-chloro-2-fluoro-3-methoxyphenyl)-pyrimidine-4-carboxylic acid), cuprous bromide, FC(CO)(F)F (2,2,2-trifluoroethanol), C([O-])([O-])=O.[Cs+].[Cs+] (cesium carbonate). Run in CN(C)C=O (DMF), O (water). Conditions: temperature 80 celsius. The product is COC(=O)C1=NC(=NC(=C1OCC(F)(F)F)N)C1=C(C(=C(C=C1)Cl)OC)F (6-Amino-2-(4-chloro-2-fluoro-3-methoxyphenyl)-5-(2,2,2-trifluoroethoxy)pyrimidine-4-carboxylic acid methyl ester). Isolated yield 12.2%. As a reaction SMILES: [NH2:1][C:2]1[N:7]=[C:6]([C:8]2[CH:13]=[CH:12][C:11]([Cl:14])=[C:10]([O:15][CH3:16])[C:9]=2[F:17])[N:5]=[C:4]([C:18]([OH:20])=[O:19])[C:3]=1Br.[F:22][C:23]([F:27])([F:26])[CH2:24][OH:25].[C:28](=O)([O-])[O-].[Cs+].[Cs+]>CN(C=O)C.O>[CH3:28][O:20][C:18]([C:4]1[C:3]([O:25][CH2:24][C:23]([F:27])([F:26])[F:22])=[C:2]([NH2:1])[N:7]=[C:6]([C:8]2[CH:13]=[CH:12][C:11]([Cl:14])=[C:10]([O:15][CH3:16])[C:9]=2[F:17])[N:5]=1)=[O:19] |f:2.3.4|. Procedure: 6-Amino-5-bromo-2-(4-chloro-2-fluoro-3-methoxyphenyl)-pyrimidine-4-carboxylic acid (240 mg, 0.64 mmol), 2,2,2-trifluoroethanol (1.4 mL, 1.9 g, 1.9 mmol), cesium carbonate (1.0 g, 3.2 mmol) and cuprous bromide (92 mg, 0.64 mmol) were combined in 7 mL dry DMF and heated to 80° C. for 3 h. After cooling, the mixture was diluted with water and extracted twice with ethyl acetate. The combined extracts were washed twice with water, dried and evaporated. The residue was purified by flash chromatography... Reactants: C(C)OC(CSC1=CN=C(S1)NC(=O)N(C1CCCC1)C1CCCCCC1)=O ([2-(3-Cycloheptyl-3-cyclopentyl-ureido)-thiazol-5-ylsulfanyl]-acetic acid ethyl ester), NC1=CN=CS1.C(C)OC(CS)=O (5-aminothiazole 2-mercaptoacetic acid ethyl ester), ( B ), C1(CCCCCC1)NC1CCCC1 (cycloheptyl-cyclopentylamine). Yields the product C1(CCCCCC1)N(C(NC=1SC(=CN1)SCC(=O)O)=O)C1CCCC1 ([2-(3-Cycloheptyl-3-cyclopentyl-ureido)-thiazol-5-ylsulfanyl]-acetic acid). Reaction SMILES: C([O:3][C:4](=[O:28])[CH2:5][S:6][C:7]1[S:11][C:10]([NH:12][C:13]([N:15]([CH:21]2[CH2:27][CH2:26][CH2:25][CH2:24][CH2:23][CH2:22]2)[CH:16]2[CH2:20][CH2:19][CH2:18][CH2:17]2)=[O:14])=[N:9][CH:8]=1)C.C1(NC2CCCC2)CCCCCC1.NC1SC=NC=1.C(OC(=O)CS)C>>[CH:21]1([N:15]([CH:16]2[CH2:20][CH2:19][CH2:18][CH2:17]2)[C:13](=[O:14])[NH:12][C:10]2[S:11][C:7]([S:6][CH2:5][C:4]([OH:28])=[O:3])=[CH:8][N:9]=2)[CH2:22][CH2:23][CH2:24][CH2:25][CH2:26][CH2:27]1 |f:2.3|. Procedure: [2-(3-Cycloheptyl-3-cyclopentyl-ureido)-thiazol-5-ylsulfanyl]-acetic acid ethyl ester prepared as described in general procedures (A) and (B) using cycloheptyl-cyclopentylamine and 5-aminothiazole-2-mercaptoacetic acid ethyl ester. Hydrolysis using general procedure (F) gave the title compound. Starting materials: C(C)N(CCNC(=O)C1=C(NC=2\C(\CCCC12)=C\1/C(NC2=CC=C(C=C12)F)=O)C)CC ((Z)—N-[2-(diethylamino)ethyl]-2-methyl-7-(1,2-dihydro-5-fluoro-2-oxo-3H-indol-3-ylidene)-4,5,6,7-tetrahydro-1H-indol-3-carboxamide), C(C)#N (acetonitrile), C(\C=C\C(=O)O)(=O)O (fumaric acid). Run in ClCCl (dichloromethane). Yields the product C(\C=C\C(=O)O)(=O)O.C(C)N(CCNC(=O)C1=C(NC=2\C(\CCCC12)=C\1/C(NC2=CC=C(C=C12)F)=O)C)CC ((Z)—N-[2-(diethylamino)ethyl]-2-methyl-7-(1,2-dihydro-5-fluoro-2-oxo-3H-indol-3-ylidene)-4,5,6,7-tetrahydro-1H-indol-3-carboxamide fumarate). Yield: 95.0%. As a reaction SMILES: [CH2:1]([N:3]([CH2:30][CH3:31])[CH2:4][CH2:5][NH:6][C:7]([C:9]1[C:17]2[CH2:16][CH2:15][CH2:14]/[C:13](=[C:18]3/[C:19](=[O:28])[NH:20][C:21]4[C:26]/3=[CH:25][C:24]([F:27])=[CH:23][CH:22]=4)/[C:12]=2[NH:11][C:10]=1[CH3:29])=[O:8])[CH3:2].C(#N)C.[C:35]([OH:42])(=[O:41])/[CH:36]=[CH:37]/[C:38]([OH:40])=[O:39]>ClCCl>[C:35]([OH:42])(=[O:41])/[CH:36]=[CH:37]/[C:38]([OH:40])=[O:39].[CH2:30]([N:3]([CH2:1][CH3:2])[CH2:4][CH2:5][NH:6][C:7]([C:9]1[C:17]2[CH2:16][CH2:15][CH2:14]/[C:13](=[C:18]3/[C:19](=[O:28])[NH:20][C:21]4[C:26]/3=[CH:25][C:24]([F:27])=[CH:23][CH:22]=4)/[C:12]=2[NH:11][C:10]=1[CH3:29])=[O:8])[CH3:31] |f:4.5|. Procedure details: 4.25 g (10 mmol) (Z)—N-[2-(diethylamino)ethyl]-2-methyl-7-(1,2-dihydro-5-fluoro-2-oxo-3H-indol-3-ylidene)-4,5,6,7-tetrahydro-1H-indol-3-carboxamide was added to a mixture of 250 ml acetonitrile and 50 ml dichloromethane. The mixture was treated under ultrasonic sound to uniform dispersion. 1.36 g (11.7 mmol) fumaric acid was added and the solution was heated to reflux with stirring under nitrogen atmosphere. After reaction for 1 h, the resulting solution was filtered while being hot, and the fil... The reactants are C(C)OC(C(C)N1C(COC2=C1C=C(C(=C2)F)[N+](=O)[O-])=S)=O (2-(7-fluoro-6-nitro-3-thioxo-2,3-dihydro-benzo[1,4]oxazin-4-yl)-propionic acid ethyl ester), [Cl-].[NH4+] (ammonium chloride). Reagents/catalysts: [Zn] (zinc). The solvent is CO (MeOH), C1CCOC1 (THF). The product is C(C)OC(C(C)N1C(COC2=C1C=C(C(=C2)F)N)=S)=O (2-(6-amino-7-fluoro-3-thioxo-2,3-dihydro-benzo[1,4]oxazin-4-yl)-propionic acid ethyl ester). Yield: 16.5%. As a reaction SMILES: [CH2:1]([O:3][C:4](=[O:22])[CH:5]([N:7]1[C:12]2[CH:13]=[C:14]([N+:18]([O-])=O)[C:15]([F:17])=[CH:16][C:11]=2[O:10][CH2:9][C:8]1=[S:21])[CH3:6])[CH3:2].[Cl-].[NH4+]>CO.C1COCC1.[Zn]>[CH2:1]([O:3][C:4](=[O:22])[CH:5]([N:7]1[C:12]2[CH:13]=[C:14]([NH2:18])[C:15]([F:17])=[CH:16][C:11]=2[O:10][CH2:9][C:8]1=[S:21])[CH3:6])[CH3:2] |f:1.2|. Procedure details: To a solution of 2-(7-fluoro-6-nitro-3-thioxo-2,3-dihydro-benzo[1,4]oxazin-4-yl)-propionic acid ethyl ester (3.05 g, 9.29 mmol) in MeOH (45 ml) and THF (45 mL) was added zinc powder (6.07 g, 92.9 mmol) and ammonium chloride (4.97 g, 92.9 mmol). The reaction mixture was heated to reflux for 3 h then cooled to ambient temperature. The reaction mixture was filtered through a pad of Celite® and the filtrate was concentrated in vacuo. The residue was purified by column on silica gel (eluting with 0-3... Reaction conditions: time 10 minute. Procedure: 2,8-Dimethyl-2,3,4,5-tetrahydro-1H-pyrido[4,3-b]indole (200 mg, 1 mmol) was dissolved in DMF. Copper (I) iodide (19 mg, 0.1 mmol) L-proline (23 mg, 0.2 mmol) and potassium phosphate (424 mg, 2 mmol) were added and the reaction mixture was stirred for 10 min. at RT. 1-(2-Bromo-1-methyl-vinyl)-2,4-difluoro-benzene (279 mg, 1.2 mmol) was added dropwise and the reaction mixture was purged with nitrogen. The reaction mixture was heated overnight at 85° C. (prolonged heating in some cases was required... Reagents/catalysts: [Cu]I (Copper (I) iodide). As a reaction SMILES: [CH3:1][N:2]1[CH2:15][CH2:14][C:5]2[NH:6][C:7]3[CH:8]=[CH:9][C:10]([CH3:13])=[CH:11][C:12]=3[C:4]=2[CH2:3]1.P([O-])([O-])([O-])=O.[K+].[K+].[K+].Br[CH:25]=[C:26]([C:28]1[CH:33]=[CH:32][C:31]([F:34])=[CH:30][C:29]=1[F:35])[CH3:27]>CN(C=O)C.[Cu]I>[F:35][C:29]1[CH:30]=[C:31]([F:34])[CH:32]=[CH:33][C:28]=1/[C:26](/[CH3:27])=[CH:25]\[N:6]1[C:7]2[CH:8]=[CH:9][C:10]([CH3:13])=[CH:11][C:12]=2[C:4]2[CH2:3][N:2]([CH3:1])[CH2:15][CH2:14][C:5]1=2 |f:1.2.3.4|. Run in CN(C)C=O (DMF). Starting materials: P(=O)([O-])([O-])[O-].[K+].[K+].[K+] (potassium phosphate), CN1CC2=C(NC=3C=CC(=CC23)C)CC1 (2,8-Dimethyl-2,3,4,5-tetrahydro-1H-pyrido[4,3-b]indole), BrC=C(C)C1=C(C=C(C=C1)F)F (1-(2-Bromo-1-methyl-vinyl)-2,4-difluoro-benzene). The product is FC1=C(C=CC(=C1)F)\C(=C/N1C2=C(C=3C=C(C=CC13)C)CN(CC2)C)\C ((Z)-5-(2-(2,4-difluorophenyl)prop-1-enyl)-2,8-dimethyl-2,3,4,5-tetrahydro-1H-pyrido[4,3-b]indole). Yields the product CC(=Cc1ccccc1)C(=O)Nc1ccc2nc(N3CCC(N(C)C)C3)sc2c1. Starting materials: CN(C)C1CCN(c2nc3ccc(N)cc3s2)C1, CC(=Cc1ccccc1)C(=O)O. Reaction SMILES: [CH3:13][N:14]([CH:15]1[CH2:16][N:17]([c:20]2[s:21][c:22]3[c:23]([n:24]2)[cH:25][cH:26][c:27]([NH2:29])[cH:28]3)[CH2:18][CH2:19]1)[CH3:30].[CH3:1][C:2]([C:3](=[O:4])[OH:5])=[CH:6][c:7]1[cH:8][cH:9][cH:10][cH:11][cH:12]1>>[CH3:1][C:2]([C:3](=[O:5])[NH:29][c:27]1[cH:26][cH:25][c:23]2[c:22]([s:21][c:20]([N:17]3[CH2:16][CH:15]([N:14]([CH3:13])[CH3:30])[CH2:19][CH2:18]3)[n:24]2)[cH:28]1)=[CH:6][c:7]1[cH:8][cH:9][cH:10][cH:11][cH:12]1.